From a dataset of the Open Reaction Database (ORD), a public repository of structured organic reaction records. describe an organic reaction: reactants, conditions, products, and yield The reactants are O=C1C=C2c3ccc4nn(Cc5ccccc5)cc4c3CC2(CCF)CC1, CN(C)C=O, [Cl-], [Li+]. The product is O=C1C=C2c3ccc4nn(Cc5ccccc5)cc4c3CC23CCC1C3. RXN SMILES: [CH2:1]([c:2]1[cH:3][cH:4][cH:5][cH:6][cH:7]1)[n:8]1[n:9][c:10]2[cH:11][cH:12][c:13]3[c:14]([c:15]2[cH:16]1)[CH2:17][C:18]1([CH2:25][CH2:26][F:27])[CH2:19][CH2:20][C:21](=[O:24])[CH:22]=[C:23]31.[CH3:30][N:31]([CH3:32])[CH:33]=[O:34].[Cl-:29].[Li+:28]>>[CH2:1]([c:2]1[cH:3][cH:4][cH:5][cH:6][cH:7]1)[n:8]1[n:9][c:10]2[cH:11][cH:12][c:13]3[c:14]([c:15]2[cH:16]1)[CH2:17][C:18]12[CH2:19][CH:20]([C:21](=[O:24])[CH:22]=[C:23]31)[CH2:26][CH2:25]2. Starting materials: O=C(Nc1c[nH]c2ncc(Br)c(F)c12)c1cccc(F)c1, CCCCO, CC(C)(C)OC(=O)NC1CCCNC1. Product: CC(C)(C)OC(=O)NC1CCCN(c2c(Br)cnc3[nH]cc(NC(=O)c4cccc(F)c4)c23)C1. As a reaction SMILES: [Br:1][c:2]1[c:3]([F:21])[c:4]2[c:5]([n:6][cH:7]1)[nH:8][cH:9][c:10]2[NH:11][C:12]([c:13]1[cH:14][c:15]([F:19])[cH:16][cH:17][cH:18]1)=[O:20].[CH2:36]([OH:37])[CH2:38][CH2:39][CH3:40].[NH:22]1[CH2:23][CH:24]([NH:28][C:29]([O:30][C:31]([CH3:32])([CH3:33])[CH3:34])=[O:35])[CH2:25][CH2:26][CH2:27]1>>[Br:1][c:2]1[c:3]([N:22]2[CH2:23][CH:24]([NH:28][C:29]([O:30][C:31]([CH3:32])([CH3:33])[CH3:34])=[O:35])[CH2:25][CH2:26][CH2:27]2)[c:4]2[c:5]([n:6][cH:7]1)[nH:8][cH:9][c:10]2[NH:11][C:12]([c:13]1[cH:14][c:15]([F:19])[cH:16][cH:17][cH:18]1)=[O:20].